Dataset: the Open Reaction Database (ORD), a public repository of structured organic reaction records. Task: describe an organic reaction: reactants, conditions, products, and yield Reactants: C(C)OC1=NC=C(C=C1C=1NC(C=2C(N1)=C(N(N2)C)CC)=O)S(=O)(=O)N2CCN(CC2)CC (5-[2-Ethoxy-5-(4-ethylpiperazin-1-ylsulphonyl)pyridin-3-yl]-3-ethyl-2-methyl-2,6-dihydro-7H-pyrazolo[4,3-d]pyrimidin-7-one), C[Si](C)(C)[N-][Si](C)(C)C.[K+] (potassium bis(trimethylsilyl)amide). Solvent: N1=C(C=CC=C1)CO (pyridine-2-methanol). Reaction conditions: temperature 110 celsius. The product is C(C)C=1N(N=C2C1N=C(NC2=O)C=2C(=NC=C(C2)S(=O)(=O)N2CCN(CC2)CC)OCC2=NC=CC=C2)C (3-Ethyl-5-[5-(4-ethylpiperazin-1-ylsulphonyl)-2-(pyridin-2-yl)methoxypyridin-3-yl]-2-methyl-2,6-dihydro-7H-pyrazolo[4,3-d]pyrimidin-7-one). Yield: 91.0%. As a reaction SMILES: [CH2:1]([O:3][C:4]1[C:9]([C:10]2[NH:11][C:12](=[O:22])[C:13]3[C:14](=[C:16]([CH2:20][CH3:21])[N:17]([CH3:19])[N:18]=3)[N:15]=2)=[CH:8][C:7]([S:23]([N:26]2[CH2:31][CH2:30][N:29]([CH2:32][CH3:33])[CH2:28][CH2:27]2)(=[O:25])=[O:24])=[CH:6][N:5]=1)[CH3:2].C[Si]([N-][Si](C)(C)C)(C)C.[K+]>N1C=CC=CC=1CO>[CH2:20]([C:16]1[N:17]([CH3:19])[N:18]=[C:13]2[C:12](=[O:22])[NH:11][C:10]([C:9]3[C:4]([O:3][CH2:1][C:2]4[CH:7]=[CH:8][CH:9]=[CH:4][N:5]=4)=[N:5][CH:6]=[C:7]([S:23]([N:26]4[CH2:31][CH2:30][N:29]([CH2:32][CH3:33])[CH2:28][CH2:27]4)(=[O:25])=[O:24])[CH:8]=3)=[N:15][C:14]=12)[CH3:21] |f:1.2|. Procedure: A mixture of the title compound of Example 78 (100 mg, 0.2 mmol), potassium bis(trimethylsilyl)amide (210 mg, 1.1 mmol) in pyridine-2-methanol (1 ml) was heated to 110° C. for 18 hours. The cooled mixture was partitioned between ethyl acetate (10 ml) and water (10 ml), and the phases separated. The aqueous layer was extracted with ethyl acetate (2×5 ml) and dichloromethane (10 ml), the combined organic solutions dried (Na2SO4) and evaporated under reduced pressure. The residue was purified by co...